This data is from the Open Reaction Database (ORD), a public repository of structured organic reaction records. The task is: describe an organic reaction: reactants, conditions, products, and yield Product: N#Cc1cccc(C=CC(=O)c2cccc(C#N)c2)c1. Starting materials: N#Cc1cccc(C=O)c1, CC(=O)c1cccc(C#N)c1, CCl. Reaction SMILES: [C:12](#[N:13])[c:14]1[cH:15][c:16]([CH:17]=[O:18])[cH:19][cH:20][cH:21]1.[C:1]([CH3:2])(=[O:3])[c:4]1[cH:5][c:6]([C:7]#[N:8])[cH:9][cH:10][cH:11]1.[CH3:22][Cl:23]>>[C:1]([CH:2]=[CH:17][c:16]1[cH:15][c:14]([C:12]#[N:13])[cH:21][cH:20][cH:19]1)(=[O:3])[c:4]1[cH:5][c:6]([C:7]#[N:8])[cH:9][cH:10][cH:11]1.